This data is from the Open Reaction Database (ORD), a public repository of structured organic reaction records. The task is: describe an organic reaction: reactants, conditions, products, and yield Reactants: ClC=1C=C(C=C(C1)Cl)S(=O)(=O)N1CC2=CC=CC=C2CC1C(=O)N[C@@H](CC1=CC=C(C=C1)NC(C1=C(C=NC=C1Cl)Cl)=O)C(=O)OC (N-[N-(3,5-Dichlorobenzenesulfonyl)-1,2,3,4-tetrahydroisoquinoline-3 -carbonyl]-4-(N-(3,5-dichloroisonicotinoyl)amino)-phenylalanine, methyl ester), solution, [OH-].[Na+] (NaOH), CO (MeOH). Run at time 6 hour. Yields the product ClC=1C=C(C=C(C1)Cl)S(=O)(=O)N1CC2=CC=CC=C2CC1C(=O)N[C@@H](CC1=CC=C(C=C1)NC(C1=C(C=NC=C1Cl)Cl)=O)C(=O)O (N-[N-(3,5-dichlorobenzenesulfonyl)-1,2,3,4-tetrahydroisoquinoline-3-carbonyl]-4 -(N-(3,5-dichloroisonicotinoyl)amino)-phenylalanine). Yield: 71.4%. RXN SMILES: [Cl:1][C:2]1[CH:3]=[C:4]([S:9]([N:12]2[CH:21]([C:22]([NH:24][C@H:25]([C:44]([O:46]C)=[O:45])[CH2:26][C:27]3[CH:32]=[CH:31][C:30]([NH:33][C:34](=[O:43])[C:35]4[C:40]([Cl:41])=[CH:39][N:38]=[CH:37][C:36]=4[Cl:42])=[CH:29][CH:28]=3)=[O:23])[CH2:20][C:19]3[C:14](=[CH:15][CH:16]=[CH:17][CH:18]=3)[CH2:13]2)(=[O:11])=[O:10])[CH:5]=[C:6]([Cl:8])[CH:7]=1.[OH-].[Na+].CO>>[Cl:1][C:2]1[CH:3]=[C:4]([S:9]([N:12]2[CH:21]([C:22]([NH:24][C@H:25]([C:44]([OH:46])=[O:45])[CH2:26][C:27]3[CH:28]=[CH:29][C:30]([NH:33][C:34](=[O:43])[C:35]4[C:40]([Cl:41])=[CH:39][N:38]=[CH:37][C:36]=4[Cl:42])=[CH:31][CH:32]=3)=[O:23])[CH2:20][C:19]3[C:14](=[CH:15][CH:16]=[CH:17][CH:18]=3)[CH2:13]2)(=[O:11])=[O:10])[CH:5]=[C:6]([Cl:8])[CH:7]=1 |f:1.2|. Reported procedure: N-[N-(3,5-Dichlorobenzenesulfonyl)-1,2,3,4-tetrahydroisoquinoline-3 -carbonyl]-4-(N-(3,5-dichloroisonicotinoyl)amino)-phenylalanine, methyl ester (40 mg, 0.0543 mmol) was treated with a 0.2 N solution of NaOH in MeOH (0.0543 mmol, 0.272 mL). After stirring at rt for 6 h, TLC indicated disappearance of all starting material. The volatiles were removed under reduced pressure and the residue was partitioned between 5% citric acid and EtOAc. The aqueous layer was re-extracted with EtOAc (2X). The or...